From a dataset of the Open Reaction Database (ORD), a public repository of structured organic reaction records. describe an organic reaction: reactants, conditions, products, and yield Starting materials: COC(C(C1=CC=C(C=C1)O)=O)=O (4-hydroxy-alpha-oxobenzeneacetic acid methyl ester), [H-].[Na+] (sodium hydride), C1(CCCCCCC1)NC(CBr)=O (N-cyclooctyl-bromoacetamide). Solvent: CN(C=O)C (dimethylformamide), CN(C=O)C (dimethylformamide). Reaction conditions: time 30 minute. The product is COC(C(C1=CC=C(C=C1)OCC(=O)NC1CCCCCCC1)=O)=O (4-[2-(cyclooctylamino)-2-oxoethoxy]-alpha-oxobenzeneacetic acid methyl ester). Isolated yield 40.8%. RXN SMILES: [CH3:1][O:2][C:3](=[O:13])[C:4](=[O:12])[C:5]1[CH:10]=[CH:9][C:8]([OH:11])=[CH:7][CH:6]=1.[H-].[Na+].[CH:16]1([NH:24][C:25](=[O:28])[CH2:26]Br)[CH2:23][CH2:22][CH2:21][CH2:20][CH2:19][CH2:18][CH2:17]1>CN(C)C=O>[CH3:1][O:2][C:3](=[O:13])[C:4](=[O:12])[C:5]1[CH:10]=[CH:9][C:8]([O:11][CH2:26][C:25]([NH:24][CH:16]2[CH2:23][CH2:22][CH2:21][CH2:20][CH2:19][CH2:18][CH2:17]2)=[O:28])=[CH:7][CH:6]=1 |f:1.2|. Procedure details: Bromoacetyl chloride (0.25 mL) was added slowly to a chilled (ice-water-bath) solution of cyclooctylamine (0.763g) in dichloromethane (15 mL) and the mixture was stirred with cooling for 45 minutes, then at room temperature overnight. After water (20 mL) was added, the layers were separated and the dried organic layer (MgSO4) was evaporated to provide 0.7 g of N-cycloocyl-bromoacetamide. A solution of 4-hydroxy-alpha-oxobenzeneacetic acid methyl ester (0.605 g) in dimethylformamide (8 mL) under ... Starting materials: C([O-])(O)=O.[Na+] (sodium bicarbonate), N1=C(C=CC=C1)C(=O)O (Picolinic acid), C(=O)(N1C=NC=C1)N1C=NC=C1 (1,1'-carbonyldiimidazole), FC1=C(N)C=CC(=C1)F (2,4-difluoroaniline). Solvent: CN(C=O)C (dimethylformamide). Conditions: time 24 hour. The product is FC1=C(C=CC(=C1)F)NC(=O)C1=NC=CC=C1 (N-(2,4-difluorophenyl)-2-pyridine-carboxamide). Isolated yield 75.7%. As a reaction SMILES: [N:1]1[CH:6]=[CH:5][CH:4]=[CH:3][C:2]=1[C:7]([OH:9])=O.C(N1C=CN=C1)(N1C=CN=C1)=O.[F:22][C:23]1[CH:29]=[C:28]([F:30])[CH:27]=[CH:26][C:24]=1[NH2:25].C(=O)(O)[O-].[Na+]>CN(C)C=O>[F:22][C:23]1[CH:29]=[C:28]([F:30])[CH:27]=[CH:26][C:24]=1[NH:25][C:7]([C:2]1[CH:3]=[CH:4][CH:5]=[CH:6][N:1]=1)=[O:9] |f:3.4|. Reported procedure: Picolinic acid (10.0 g, 81 mmol) was added to a solution of 1,1'-carbonyldiimidazole (13.13 g, 81 mmol) in dimethylformamide (80 mL) and the reaction mixture was stirred for 1 hour before introduction of 2,4-difluoroaniline (9.06 mL, 89 mmol). After 24 hours, the reaction mixture was poured into saturated sodium bicarbonate solution, extracted into ether, dried, concentrated, and recrystallized using a mixture of ether and petroleum ether to yield N-(2,4-difluorophenyl)-2-pyridine-carboxamide as... The reactants are FC(C1=CC=C(C=N1)N)(F)F (6-(trifluoromethyl)pyridin-3-amine), ClC(=O)OC (methyl chloroformate), C([O-])(O)=O.[Na+] (sodium bicarbonate). The solvent is N1=CC=CC=C1 (pyridine). Conditions: time 2 hour. Yields the product FC(C1=CC=C(C=N1)NC(OC)=O)(F)F (Methyl (6-trifluoromethyl-pyridin-3-yl]-carbamate). RXN SMILES: [F:1][C:2]([F:11])([F:10])[C:3]1[N:8]=[CH:7][C:6]([NH2:9])=[CH:5][CH:4]=1.Cl[C:13]([O:15][CH3:16])=[O:14].C(=O)(O)[O-].[Na+]>N1C=CC=CC=1>[F:11][C:2]([F:1])([F:10])[C:3]1[N:8]=[CH:7][C:6]([NH:9][C:13](=[O:14])[O:15][CH3:16])=[CH:5][CH:4]=1 |f:2.3|. Reported procedure: Into 15 ml of pyridine was dissolved 3.00 g of 6-(trifluoromethyl)pyridin-3-amine, and then 2.1 ml of methyl chloroformate was added thereto under ice-cooling, followed by 2 hours of stirring at room temperature. Under ice-cooling, 30 ml of a saturated sodium bicarbonate aqueous solution was added to the reaction solution, followed by 1 hour of stirring. Thereafter, the precipitated crystals were filtrated and, after washing with water, dried under reduced pressure to obtain 3.88 g of the title ... The reactants are N(=[N+]=[N-])C(C(=O)OCC)=CC=1SC(=CC1)C (Ethyl 2-azido-3-(5-methylthiophen-2-yl)acrylate). Solvent: C1(=CC(=CC=C1)C)C (m-xylene). The product is CC1=CC=2NC(=CC2S1)C(=O)OCC (Ethyl 2-methyl-4H-thieno[3,2-b]pyrrole-5-carboxylate). Yield: 85.9%. Reaction SMILES: [N:1]([C:4](=[CH:10][C:11]1[S:12][C:13]([CH3:16])=[CH:14][CH:15]=1)[C:5]([O:7][CH2:8][CH3:9])=[O:6])=[N+]=[N-]>C1(C)C=CC=C(C)C=1>[CH3:16][C:13]1[S:12][C:11]2[CH:10]=[C:4]([C:5]([O:7][CH2:8][CH3:9])=[O:6])[NH:1][C:15]=2[CH:14]=1. Procedure: Ethyl 2-azido-3-(5-methylthiophen-2-yl)acrylate (3.38 g) was dissolved in m-xylene (30 mL) and the mixture was heated at reflux for 1 hour. The reaction solution was concentrated under reduced pressure. To the residue was added n-hexane and the residue was washed with n-hexane. The solid was collected by filtration, and dried under reduced pressure to give the title compound (2.56 g). Reactants: CC(=O)O (HOAc), N[C@@H]1[C@@H](CCCC1(F)F)NC=1N=C(C(=NC1)C#N)NC1=CC(=CC=C1)C1=NC=CC=N1 (5-((1R,2R)-2-amino-3,3-difluorocyclohexylamino)-3-(3-(pyrimidin-2-yl)phenylamino)pyrazine-2-carbonitrile), [OH-].[Na+] (NaOH), OO (H2O2). The solvent is CCO (EtOH), CS(=O)C (DMSO). The product is N[C@@H]1[C@@H](CCCC1(F)F)NC=1N=C(C(=NC1)C(=O)N)NC1=CC(=CC=C1)C1=NC=CC=N1 (5-((1R,2R)-2-amino-3,3-difluorocyclohexylamino)-3-(3-(pyrimidin-2-yl)phenylamino)pyrazine-2-carboxamide). Run at time 90 minute. As a reaction SMILES: [NH2:1][C@H:2]1[C:7]([F:9])([F:8])[CH2:6][CH2:5][CH2:4][C@H:3]1[NH:10][C:11]1[N:12]=[C:13]([NH:19][C:20]2[CH:25]=[CH:24][CH:23]=[C:22]([C:26]3[N:31]=[CH:30][CH:29]=[CH:28][N:27]=3)[CH:21]=2)[C:14]([C:17]#[N:18])=[N:15][CH:16]=1.[OH-].[Na+].OO.CC(O)=[O:38]>CCO.CS(C)=O>[NH2:1][C@H:2]1[C:7]([F:9])([F:8])[CH2:6][CH2:5][CH2:4][C@H:3]1[NH:10][C:11]1[N:12]=[C:13]([NH:19][C:20]2[CH:25]=[CH:24][CH:23]=[C:22]([C:26]3[N:31]=[CH:30][CH:29]=[CH:28][N:27]=3)[CH:21]=2)[C:14]([C:17]([NH2:18])=[O:38])=[N:15][CH:16]=1 |f:1.2|. Reported procedure: A mixture of 5-((1R,2R)-2-amino-3,3-difluorocyclohexylamino)-3-chloropyrazine-2-carbonitrile (76 mg, 0.264 mmol), 3-(pyrimidin-2-yl)aniline (64 mg, 0.375 mmol), K2CO3 (90 mg, 0.652 mmol), BINAP (30 mg, 0.048 mmol) and Pd(OAc)2 (10 mg, 0.044 mmol) in dioxane (2 mL) was degassed with Ar, then was stirred at 110 C for 3 h. The mixture was concentrated in vacuo. The residue was purified by HPLC to give 5-((1R,2R)-2-amino-3,3-difluorocyclohexylamino)-3-(3-(pyrimidin-2-yl)phenylamino)pyrazine-2-carbon... The reactants are [I-].[Na+] (sodium iodide), OC1=CC=C2C=C(COC2=C1)C=O (7-hydroxy-2H-chromene-3-carbaldehyde), C(=O)([O-])[O-].[K+].[K+] (K2CO3), ClCC1=C(C=C(C=C1)CCC)OC (1-(chloromethyl)-2-methoxy-4-propylbenzene). Solvent: CN(C)C=O (DMF), O (water). Reaction conditions: temperature 80 celsius, time 1 hour. Product: COC1=C(COC2=CC=C3C=C(COC3=C2)C=O)C=CC(=C1)CCC (7-[(2-methoxy-4-propylbenzyl)oxy]-2H-chromene-3-carbaldehyde). Yield: 64.6%. As a reaction SMILES: Cl[CH2:2][C:3]1[CH:8]=[CH:7][C:6]([CH2:9][CH2:10][CH3:11])=[CH:5][C:4]=1[O:12][CH3:13].[OH:14][C:15]1[CH:24]=[C:23]2[C:18]([CH:19]=[C:20]([CH:25]=[O:26])[CH2:21][O:22]2)=[CH:17][CH:16]=1.C([O-])([O-])=O.[K+].[K+].[I-].[Na+]>CN(C=O)C.O>[CH3:13][O:12][C:4]1[CH:5]=[C:6]([CH2:9][CH2:10][CH3:11])[CH:7]=[CH:8][C:3]=1[CH2:2][O:14][C:15]1[CH:24]=[C:23]2[C:18]([CH:19]=[C:20]([CH:25]=[O:26])[CH2:21][O:22]2)=[CH:17][CH:16]=1 |f:2.3.4,5.6|. Procedure details: 1-(chloromethyl)-2-methoxy-4-propylbenzene (1.1 g) was dissolved in DMF (20 mL), and 7-hydroxy-2H-chromene-3-carbaldehyde (975 mg) and K2CO3 (1.15 g) were added thereto, followed by stirring at 80° C. for 1 hour. Further, sodium iodide (416 mg) was added thereto, followed by stirring at 80° C. for 1 hour. After confirming completion of the reaction, to the reaction liquid was added water to stop the reaction, followed by extraction with EtOAc three times. The organic layer was combined, washed w... RXN SMILES: [CH2:27]([Cl:28])[CH2:29][Cl:30].[CH:41]([N:42]([CH2:43][CH3:44])[CH:45]([CH3:46])[CH3:47])([CH3:48])[CH3:49].[Cl:1][c:2]1[c:3]([O:4][CH2:5][C:6](=[O:7])[OH:8])[cH:9][cH:10][c:11]([Cl:13])[cH:12]1.[NH2:14][c:15]1[cH:16][c:17]([S:21](=[O:22])(=[O:23])[CH2:24][CH2:25][OH:26])[cH:18][cH:19][cH:20]1.[O:50]=[CH:51][N:52]([CH3:53])[CH3:54].[OH:31][n:32]1[c:33]2[cH:34][cH:35][cH:36][cH:37][c:38]2[n:39][n:40]1>>[Cl:1][c:2]1[c:3]([O:4][CH2:5][C:6](=[O:8])[NH:14][c:15]2[cH:16][c:17]([S:21](=[O:22])(=[O:23])[CH2:24][CH2:25][OH:26])[cH:18][cH:19][cH:20]2)[cH:9][cH:10][c:11]([Cl:13])[cH:12]1. The product is O=C(COc1ccc(Cl)cc1Cl)Nc1cccc(S(=O)(=O)CCO)c1. Starting materials: ClCCCl, CCN(C(C)C)C(C)C, O=C(O)COc1ccc(Cl)cc1Cl, Nc1cccc(S(=O)(=O)CCO)c1, CN(C)C=O, On1nnc2ccccc21. Reactants: ClC1=NC2=CC=C(C=C2C(=C1)CC(=O)O)C ((2-chloro-6-methylquinolin-4-yl)acetic acid), S1CCNCC2=C1C=CC=C2 (2,3,4,5-tetrahydro-1,4-benzothiazepine). The solvent is C(CCC)O (n-butanol), ClCCl (dichloromethane). Reaction conditions: temperature 160 celsius, time 2 hour. The product is CC1=CC(=NC2=CC=C(C=C12)C)N1CCSC2=C(C1)C=CC=C2 (4-(4,6-Dimethylquinolin-2-yl)-2,3,4,5-tetrahydro-1,4-benzothiazepine). The yield is 62.4%. As a reaction SMILES: Cl[C:2]1[CH:11]=[C:10]([CH2:12]C(O)=O)[C:9]2[C:4](=[CH:5][CH:6]=[C:7]([CH3:16])[CH:8]=2)[N:3]=1.[S:17]1[C:23]2[CH:24]=[CH:25][CH:26]=[CH:27][C:22]=2[CH2:21][NH:20][CH2:19][CH2:18]1>C(O)CCC.ClCCl>[CH3:12][C:10]1[C:9]2[C:4](=[CH:5][CH:6]=[C:7]([CH3:16])[CH:8]=2)[N:3]=[C:2]([N:20]2[CH2:21][C:22]3[CH:27]=[CH:26][CH:25]=[CH:24][C:23]=3[S:17][CH2:18][CH2:19]2)[CH:11]=1. Procedure details: A solution of (2-chloro-6-methylquinolin-4-yl)acetic acid (118 mg, 0.5 mmol) and 2,3,4,5-tetrahydro-1,4-benzothiazepine (247 mg, 1.5 mmol) in n-butanol (0.2 mL) was heated with stirring in a sealed 0.5 mL of microwave process vial for 2 hours at 160° C. After being cooled to room temperature, the reaction mixture was diluted with dichloromethane (50 mL), washed with a saturated aqueous solution of sodium carbonate (50 mL) and brine (50 mL), dried over anhydrous sodium sulfate and concentrated in... The reactants are COc1cc(CC(=O)O)ccc1Oc1ccc2[nH]c(C(=O)O)cc2c1[N+](=O)[O-], C[Si](C)(C)Cl, CO. The product is COC(=O)Cc1ccc(Oc2ccc3[nH]c(C(=O)O)cc3c2[N+](=O)[O-])c(OC)c1. Reaction SMILES: [C:1](=[O:2])([OH:3])[CH2:4][c:5]1[cH:6][c:7]([O:27][CH3:28])[c:8]([O:9][c:10]2[c:11]([N+:22](=[O:23])[O-:24])[c:12]3[cH:13][c:14]([C:19](=[O:20])[OH:21])[nH:15][c:16]3[cH:17][cH:18]2)[cH:25][cH:26]1.[CH3:29][Si:30]([Cl:31])([CH3:32])[CH3:33].[CH3:34][OH:35]>>[C:1](=[O:2])([O:3][CH3:29])[CH2:4][c:5]1[cH:6][c:7]([O:27][CH3:28])[c:8]([O:9][c:10]2[c:11]([N+:22](=[O:23])[O-:24])[c:12]3[cH:13][c:14]([C:19](=[O:20])[OH:21])[nH:15][c:16]3[cH:17][cH:18]2)[cH:25][cH:26]1.